Dataset: the Open Reaction Database (ORD), a public repository of structured organic reaction records. Task: describe an organic reaction: reactants, conditions, products, and yield Starting materials: N1(CCOCC1)C=1C2=C(N=CN1)N(C=C2C2=CC=CC(=N2)C#N)COCC[Si](C)(C)C (6-[4-(morpholin-4-yl)-7-{[2-(trimethylsilyl)ethoxy]methyl}-7H-pyrrolo[2,3-d]pyrimidin-5-yl]pyridine-2-carbonitrile). Solvent: FC(C(=O)O)(F)F (trifluoroacetic acid). The product is OCN1C=C(C2=C1N=CN=C2N2CCOCC2)C2=CC=CC(=N2)C#N (6-[7-(hydroxymethyl)-4-(morpholin-4-yl)-7H-pyrrolo[2,3-d]pyrimidin-5-yl]pyridine-2-carbonitrile). Reaction SMILES: [N:1]1([C:7]2[C:8]3[C:15]([C:16]4[N:21]=[C:20]([C:22]#[N:23])[CH:19]=[CH:18][CH:17]=4)=[CH:14][N:13]([CH2:24][O:25]CC[Si](C)(C)C)[C:9]=3[N:10]=[CH:11][N:12]=2)[CH2:6][CH2:5][O:4][CH2:3][CH2:2]1>FC(F)(F)C(O)=O>[OH:25][CH2:24][N:13]1[C:9]2[N:10]=[CH:11][N:12]=[C:7]([N:1]3[CH2:6][CH2:5][O:4][CH2:3][CH2:2]3)[C:8]=2[C:15]([C:16]2[N:21]=[C:20]([C:22]#[N:23])[CH:19]=[CH:18][CH:17]=2)=[CH:14]1. Procedure details: A solution of 6-[4-(morpholin-4-yl)-7-{[2-(trimethylsilyl)ethoxy]methyl}-7H-pyrrolo[2,3-d]pyrimidin-5-yl]pyridine-2-carbonitrile (C10) (110 mg, 0.252 mmol) in trifluoroacetic acid (3 mL) was stirred at room temperature for 2 hours. The reaction mixture was concentrated in vacuo to provide the product as a yellow oil, which was used for the next step without additional purification. Reactants: COC(C1=CC=C(C=C1)C=O)=O (methyl-4-formylbenzoate), NC1=CC=C(C=C1)C(C(=O)NC1CC1)=CC1=CC=C(C=C1)F (2-(4-aminophenyl)-N-cyclopropyl-3-(4-fluorophenyl)acrylamide), C(C)(=O)O (acetic acid), C(C)(=O)O[BH-](OC(C)=O)OC(C)=O.[Na+] (sodium triacetoxy borohydride). Run in ClC(C)Cl (dichloroethane), C(C)(=O)OCC.O (ethyl acetate water). Run at temperature 37 celsius. Yields the product C1(CC1)NC(C(=CC1=CC=C(C=C1)F)C1=CC=C(C=C1)NCC1=CC=C(C(=O)OC)C=C1)=O (methyl 4-((4-(3-(cyclopropylamino)-1-(4-fluorophenyl)-3-oxoprop-1-en-2-yl)phenylamino)methyl)benzoate). The yield is 80.0%. RXN SMILES: [NH2:1][C:2]1[CH:7]=[CH:6][C:5]([C:8](=[CH:15][C:16]2[CH:21]=[CH:20][C:19]([F:22])=[CH:18][CH:17]=2)[C:9]([NH:11][CH:12]2[CH2:14][CH2:13]2)=[O:10])=[CH:4][CH:3]=1.[CH3:23][O:24][C:25](=[O:34])[C:26]1[CH:31]=[CH:30][C:29]([CH:32]=O)=[CH:28][CH:27]=1.C(O[BH-](OC(=O)C)OC(=O)C)(=O)C.[Na+].C(O)(=O)C>ClC(Cl)C.C(OCC)(=O)C.O>[CH:12]1([NH:11][C:9](=[O:10])[C:8]([C:5]2[CH:6]=[CH:7][C:2]([NH:1][CH2:32][C:29]3[CH:30]=[CH:31][C:26]([C:25]([O:24][CH3:23])=[O:34])=[CH:27][CH:28]=3)=[CH:3][CH:4]=2)=[CH:15][C:16]2[CH:21]=[CH:20][C:19]([F:22])=[CH:18][CH:17]=2)[CH2:13][CH2:14]1 |f:2.3,6.7|. Reported procedure: To a solution of 2-(4-aminophenyl)-N-cyclopropyl-3-(4-fluorophenyl)acrylamide (0.34 g, 1.15 mmol, prepared according to the procedure described in Example 165, step-I) in dichloroethane (25 mL), methyl-4-formylbenzoate (0.185 g, 1.15 mmol) was added under stirring at 37° C. After stirring for 5 minutes, sodium triacetoxy borohydride (0.39 g, 1.85 mmol) was added to reaction mixture followed by acetic acid (0.3 mL). The reaction mixture was stirred for 8 hours at room temperature. Subsequently th... Reactants: [OH-].[K+] (KOH), CN1C(CCC1)C=1C=C(C=NC1)C#CC1=CC=C(C(=O)OC)C=C1 (Methyl 4-[(5-(1-methyl-2-pyrrolidinyl)-3-pyridinyl)ethynyl]benzoate), CC(=O)O (HOAc). The solvent is CO (MeOH). Product: CN1C(CCC1)C=1C=C(C=NC1)C#CC1=CC=C(C(=O)O)C=C1 (4-[(5-(1-Methyl-2-pyrrolidinyl)-3-pyridinyl)ethynyl]benzoic acid). As a reaction SMILES: [OH-].[K+].[CH3:3][N:4]1[CH2:8][CH2:7][CH2:6][CH:5]1[C:9]1[CH:10]=[C:11]([C:15]#[C:16][C:17]2[CH:26]=[CH:25][C:20]([C:21]([O:23]C)=[O:22])=[CH:19][CH:18]=2)[CH:12]=[N:13][CH:14]=1.CC(O)=O>CO>[CH3:3][N:4]1[CH2:8][CH2:7][CH2:6][CH:5]1[C:9]1[CH:10]=[C:11]([C:15]#[C:16][C:17]2[CH:18]=[CH:19][C:20]([C:21]([OH:23])=[O:22])=[CH:25][CH:26]=2)[CH:12]=[N:13][CH:14]=1 |f:0.1|. Procedure: KOH (168 mg, 3 mmol) was added to YH19 (0.32 g, 1 mmol) in MeOH (5 mL). The stirred mixture was refluxed for 2 h and then cooled to room temperature. HOAc was added to pH8 and the volatiles were evaporated. The residue was chromatographed [SiO2, CHCl3/MeOH (5:1)] to give 0.19 g (62%) of YH20; 1H NMR (270 MHz, CDCl3) δ 11.00 (br s, OH), 8.75 (br s, 1H), 8.44 (m, 2H), 8.10 (d, J=8 Hz, 2H), 7.42 (d, J=8.5 Hz, 2H), 3.94-3.84 (m, 1H), 3.63-3.52 (m, 1H), 2.69-2.58 (m, 1H), 2.42 (s, 3H), 2.42-1.98 (m, ... The reactants are OC(C(=O)OC(C)(C)C)(C)C (tert-butyl 2-hydroxy-2-methylpropanoate), [H-].[Na+] (sodium hydride), Cl (hydrochloric acid), BrCCCOC1OCCCC1 (2-(3-bromopropoxy)tetrahydro-2H-pyran). The solvent is CN(C=O)C (N,N-dimethylformamide), O (water). Run at time 1 hour. Product: CC(C(=O)OC(C)(C)C)(C)OCCCOC1OCCCC1 (tert-butyl 2-methyl-2-[3-(tetrahydro-2H-pyran-2-yloxy)propoxy]propanoate). As a reaction SMILES: [OH:1][C:2]([CH3:11])([CH3:10])[C:3]([O:5][C:6]([CH3:9])([CH3:8])[CH3:7])=[O:4].[H-].[Na+].Br[CH2:15][CH2:16][CH2:17][O:18][CH:19]1[CH2:24][CH2:23][CH2:22][CH2:21][O:20]1.Cl>CN(C)C=O.O>[CH3:10][C:2]([O:1][CH2:15][CH2:16][CH2:17][O:18][CH:19]1[CH2:24][CH2:23][CH2:22][CH2:21][O:20]1)([CH3:11])[C:3]([O:5][C:6]([CH3:9])([CH3:8])[CH3:7])=[O:4] |f:1.2|. Procedure: To a solution (22 mL) of tert-butyl 2-hydroxy-2-methylpropanoate (1.0 g) in N,N-dimethylformamide was added sodium hydride (250 mg) under an ice bath, and the mixture was stirred at room temperature for 1 hour. Thereafter, under an ice bath, 2-(3-bromopropoxy)tetrahydro-2H-pyran (0.88 mL) was added dropwise, and the mixture was stirred at room temperature overnight. To the reaction mixture were added water and 1N hydrochloric acid under an ice bath, followed by extraction with t-butyl methyl eth... Reactants: BrC=1C=2C3=C(C(NC2C=CC1OC)=O)SC=C3 (9-bromo-8-methoxythieno[2,3-c]quinolin-4(5H)-one), FC1=C(C=CC(=C1)B1OC(C(O1)(C)C)(C)C)CC#N (2-[2-fluoro-4-(4,4,5,5-tetramethyl-1,3,2-dioxaborolan-2-yl)phenyl]acetonitrile). Product: FC1=C(C=CC(=C1)C=1C=2C3=C(C(NC2C=CC1OC)=O)SC=C3)CC#N (2-[2-Fluoro-4-(8-methoxy-4-oxo-4,5-dihydrothieno[2,3-c]quinolin-9-yl)phenyl]acetonitrile). Isolated yield 99.8%. As a reaction SMILES: Br[C:2]1[C:3]2[C:4]3[CH:17]=[CH:16][S:15][C:5]=3[C:6](=[O:14])[NH:7][C:8]=2[CH:9]=[CH:10][C:11]=1[O:12][CH3:13].[F:18][C:19]1[CH:24]=[C:23](B2OC(C)(C)C(C)(C)O2)[CH:22]=[CH:21][C:20]=1[CH2:34][C:35]#[N:36]>>[F:18][C:19]1[CH:24]=[C:23]([C:2]2[C:3]3[C:4]4[CH:17]=[CH:16][S:15][C:5]=4[C:6](=[O:14])[NH:7][C:8]=3[CH:9]=[CH:10][C:11]=2[O:12][CH3:13])[CH:22]=[CH:21][C:20]=1[CH2:34][C:35]#[N:36]. Procedure details: Following General Procedure B, 9-bromo-8-methoxythieno[2,3-c]quinolin-4(5H)-one (350 mg, 1.1 mmol) was reacted with 2-[2-fluoro-4-(4,4,5,5-tetramethyl-1,3,2-dioxaborolan-2-yl)phenyl]acetonitrile (440 mg, 1.7 mmol) to afford the desired product (400 mg, >99%) as a brown solid: ESI MS m/z 365 [C20H13FN2O2S+H]+. Reactants: [Al+3], CCCCCC1CCC(CCC(=O)OCC)CC1, CCOCC, [H-], [H-], [H-], [H-], [Li+], O, O=S(=O)(O)O. Product: CCCCCC1CCC(CCCO)CC1. As a reaction SMILES: [Al+3:2].[CH2:7]([CH2:8][CH2:9][CH2:10][CH3:11])[CH:12]1[CH2:13][CH2:14][CH:15]([CH2:18][CH2:19][C:20](=[O:21])[O:22][CH2:23][CH3:24])[CH2:16][CH2:17]1.[CH3:31][CH2:32][O:33][CH2:34][CH3:35].[H-:1].[H-:4].[H-:5].[H-:6].[Li+:3].[OH2:25].[S:26](=[O:27])(=[O:28])([OH:29])[OH:30]>>[CH2:7]([CH2:8][CH2:9][CH2:10][CH3:11])[CH:12]1[CH2:13][CH2:14][CH:15]([CH2:18][CH2:19][CH2:20][OH:21])[CH2:16][CH2:17]1.